From a dataset of the Open Reaction Database (ORD), a public repository of structured organic reaction records. describe an organic reaction: reactants, conditions, products, and yield Starting materials: [BH4-], CC(=O)NCCc1ccc(C(=O)O)cc1, [Na+]. Product: CC(=O)NCCc1ccc(CO)cc1. As a reaction SMILES: [BH4-:16].[C:1]([CH3:2])(=[O:3])[NH:4][CH2:5][CH2:6][c:7]1[cH:8][cH:9][c:10]([C:11](=[O:12])[OH:13])[cH:14][cH:15]1.[Na+:17]>>[C:1]([CH3:2])(=[O:3])[NH:4][CH2:5][CH2:6][c:7]1[cH:8][cH:9][c:10]([CH2:11][OH:12])[cH:14][cH:15]1. The reactants are FC1=C(C(=O)N=C=O)C(=CC=C1)F (2,6-difluorobenzoylisocyanate), ClC1=CC=C(C=C1)S(=O)(=O)C1=CC=C(OC2=C(C=C(N)C=C2Cl)Cl)C=C1 (4-(4-[4-chlorophenylsulfonyl]phenoxy)-3,5-dichloroaniline). The solvent is C1(=CC=CC=C1)C (toluene), C1(=CC=CC=C1)C (toluene). Conditions: time 1.5 hour. The product is FC1=C(C(=O)NC(=O)NC2=CC(=C(C(=C2)Cl)OC2=CC=C(C=C2)S(=O)(=O)C2=CC=C(C=C2)Cl)Cl)C(=CC=C1)F (1-(2,6-Difluorobenzoyl)-3-(3,5-dichloro-4-[4-(4-chlorophenylsulfonyl)phenoxy]phenyl)urea). Isolated yield 100.0%. As a reaction SMILES: [Cl:1][C:2]1[CH:7]=[CH:6][C:5]([S:8]([C:11]2[CH:26]=[CH:25][C:14]([O:15][C:16]3[C:22]([Cl:23])=[CH:21][C:19]([NH2:20])=[CH:18][C:17]=3[Cl:24])=[CH:13][CH:12]=2)(=[O:10])=[O:9])=[CH:4][CH:3]=1.[F:27][C:28]1[CH:38]=[CH:37][CH:36]=[C:35]([F:39])[C:29]=1[C:30]([N:32]=[C:33]=[O:34])=[O:31]>C1(C)C=CC=CC=1>[F:27][C:28]1[CH:38]=[CH:37][CH:36]=[C:35]([F:39])[C:29]=1[C:30]([NH:32][C:33]([NH:20][C:19]1[CH:21]=[C:22]([Cl:23])[C:16]([O:15][C:14]2[CH:25]=[CH:26][C:11]([S:8]([C:5]3[CH:4]=[CH:3][C:2]([Cl:1])=[CH:7][CH:6]=3)(=[O:10])=[O:9])=[CH:12][CH:13]=2)=[C:17]([Cl:24])[CH:18]=1)=[O:34])=[O:31]. Reported procedure: To a 250 mL flask equipped with stirrer, condenser, under nitrogen atmosphere was added 10 g (0.023 mol) of 4-(4-[4-chlorophenylsulfonyl]phenoxy)-3,5-dichloroaniline and 130 mL of toluene. The mixture was heated up to 80° to obtain a clear solution. A solution of 6.82 g of 2,6-difluorobenzoylisocyanate and 4 mL of toluene was added. The resulting mixture was stirred at 80° for 1.5 hours. The reaction mixture was cooled and filtered to give 14.2 g (0.023 mol) of a white solid; mp 207.2°-209.2° C.